From a dataset of the Open Reaction Database (ORD), a public repository of structured organic reaction records. describe an organic reaction: reactants, conditions, products, and yield Starting materials: C1(CC1)C1=NOC(=N1)C=1N=CN2C1N(C(C1=C2SC=C1)=O)C (6-(3-cyclopropyl-1,2,4-oxadiazol-5-yl)-4,5-dihydro-5-methyl-4-oxo-imidazo[1,5-a]thieno[3,2-e]pyrimidine), CN1C=2N(C3=C(C1=O)C=CS3)C=NC2C(=O)OCC (ethyl 4,5-dihydro-5-methyl- 4-oxo-imidazo[1,5-a]thieno[3,2-e]pyrimidine-6-carboxylate), C1(CC1)C(N)=NO (cyclopropan carboxamide oxime), C1(CC1)C(N)=NO (cyclopropan carboxamide oxime). Procedure: In the same manner 6-(3-cyclopropyl-1,2,4-oxadiazol-5-yl)-4,5-dihydro-5-methyl-4-oxo-imidazo[1,5-a]thieno[3,2-e]pyrimidine, m.p. 218°-219° C., was prepared from ethyl 4,5-dihydro-5-methyl- 4-oxo-imidazo[1,5-a]thieno[3,2-e]pyrimidine-6-carboxylate and cyclopropan carboxamide oxime (Compound 18). Product: CN1C=2N(C3=C(C1=O)C=CS3)C=NC2C2=NC(=NO2)C (4,5-Dihydro-5-methyl-6-(3-methyl-1,2,4-oxadiazol-5-yl)-4-oxo-imidazo[1,5-a]thieno[3,2-e]pyrimidine). RXN SMILES: [CH:1]1([C:4]2[N:8]=[C:7]([C:9]3[N:10]=[CH:11][N:12]4[C:17]5[S:18][CH:19]=[CH:20][C:16]=5[C:15](=[O:21])[N:14]([CH3:22])[C:13]=34)[O:6][N:5]=2)CC1.CN1C(=O)C2C=CSC=2N2C=NC(C(OCC)=O)=C12.C1(C(=NO)N)CC1>>[CH3:22][N:14]1[C:15](=[O:21])[C:16]2[CH:20]=[CH:19][S:18][C:17]=2[N:12]2[CH:11]=[N:10][C:9]([C:7]3[O:6][N:5]=[C:4]([CH3:1])[N:8]=3)=[C:13]12.